This data is from the Open Reaction Database (ORD), a public repository of structured organic reaction records. The task is: describe an organic reaction: reactants, conditions, products, and yield Starting materials: CC(=O)NCC1CN(c2ccc(N3CCC(=O)CC3)c(F)c2)C(=O)O1, C1CCOC1. Product: CC(=O)NCC1CN(c2ccc(N3CCC(C)(O)CC3)c(F)c2)C(=O)O1. Reaction SMILES: [O:1]=[C:2]1[CH2:3][CH2:4][N:5]([c:8]2[c:9]([F:25])[cH:10][c:11]([N:14]3[C:15](=[O:24])[O:16][CH:17]([CH2:19][NH:20][C:21]([CH3:22])=[O:23])[CH2:18]3)[cH:12][cH:13]2)[CH2:6][CH2:7]1.[O:26]1[CH2:27][CH2:30][CH2:29][CH2:28]1>>[OH:1][C:2]1([CH3:27])[CH2:3][CH2:4][N:5]([c:8]2[c:9]([F:25])[cH:10][c:11]([N:14]3[C:15](=[O:24])[O:16][CH:17]([CH2:19][NH:20][C:21]([CH3:22])=[O:23])[CH2:18]3)[cH:12][cH:13]2)[CH2:6][CH2:7]1.